From a dataset of the Open Reaction Database (ORD), a public repository of structured organic reaction records. describe an organic reaction: reactants, conditions, products, and yield Starting materials: FC(C=1C=C(C=CC1)N=C=NC1=C(C=NC=C1)/C=C/C(=O)OC)(F)F (Methyl (2E)-3-{4-[({[3-(trifluoromethyl)phenyl]imino}methylene)amino]pyridin-3-yl}acrylate), COC=1C=C(C=CC1)N1CCNCC1 (3-methoxyphenylpiperazine). Yields the product COC=1C=C(C=CC1)N1CCN(CC1)C=1N(C(C2=C(N1)C=CN=C2)CC(=O)OC)C2=CC(=CC=C2)C(F)(F)F (Methyl {2-[4-(3-methoxyphenyl)piperazin-1-yl]-3-[3-(trifluoromethyl)phenyl]-3,4-dihydropyrido[4,3-d]pyrimidin-4-yl}acetate). RXN SMILES: [F:1][C:2]([F:25])([F:24])[C:3]1[CH:4]=[C:5]([N:9]=[C:10]=[N:11][C:12]2[CH:17]=[CH:16][N:15]=[CH:14][C:13]=2/[CH:18]=[CH:19]/[C:20]([O:22][CH3:23])=[O:21])[CH:6]=[CH:7][CH:8]=1.[CH3:26][O:27][C:28]1[CH:29]=[C:30]([N:34]2[CH2:39][CH2:38][NH:37][CH2:36][CH2:35]2)[CH:31]=[CH:32][CH:33]=1>>[CH3:26][O:27][C:28]1[CH:29]=[C:30]([N:34]2[CH2:39][CH2:38][N:37]([C:10]3[N:9]([C:5]4[CH:6]=[CH:7][CH:8]=[C:3]([C:2]([F:24])([F:1])[F:25])[CH:4]=4)[CH:18]([CH2:19][C:20]([O:22][CH3:23])=[O:21])[C:13]4[CH:14]=[N:15][CH:16]=[CH:17][C:12]=4[N:11]=3)[CH2:36][CH2:35]2)[CH:31]=[CH:32][CH:33]=1. Procedure details: Starting from 107 mg (0.31 mmol) of the carbodiimide from Example 15A and 59 mg (0.31 mmol) of 3-methoxyphenylpiperazine, general procedure [C] and purification by preparative HPLC result in 40 mg (23% of theory) of product.